From a dataset of the Open Reaction Database (ORD), a public repository of structured organic reaction records. describe an organic reaction: reactants, conditions, products, and yield Starting materials: solution, Cl (hydrogen chloride), C(C)(C)OC(COC=1C=C(C=CC1)C1=NC2=CC=CC=C2C(=N1)NC=1C=C2C=NN(C2=CC1)C(=O)OC(C)(C)C)=O (tert-butyl 5-(2-(3-(2-isopropoxy-2-oxoethoxy)phenyl)quinazolin-4-ylamino)-1H-indazole-1-carboxylate). Solvent: O1CCOCC1 (1,4-dioxane), O1CCOCC1 (1,4-dioxane). Run at time 16 hour. Yields the product N1N=CC2=CC(=CC=C12)NC1=NC(=NC2=CC=CC=C12)C=1C=C(OCC(=O)OC(C)C)C=CC1 (isopropyl 2-(3-(4-(1H-indazol-5-ylamino)quinazolin-2-yl)phenoxy)acetate). Reaction SMILES: [CH:1]([O:4][C:5](=[O:41])[CH2:6][O:7][C:8]1[CH:9]=[C:10]([C:14]2[N:23]=[C:22]([NH:24][C:25]3[CH:26]=[C:27]4[C:31](=[CH:32][CH:33]=3)[N:30](C(OC(C)(C)C)=O)[N:29]=[CH:28]4)[C:21]3[C:16](=[CH:17][CH:18]=[CH:19][CH:20]=3)[N:15]=2)[CH:11]=[CH:12][CH:13]=1)([CH3:3])[CH3:2].Cl>O1CCOCC1>[NH:30]1[C:31]2[C:27](=[CH:26][C:25]([NH:24][C:22]3[C:21]4[C:16](=[CH:17][CH:18]=[CH:19][CH:20]=4)[N:15]=[C:14]([C:10]4[CH:9]=[C:8]([CH:13]=[CH:12][CH:11]=4)[O:7][CH2:6][C:5]([O:4][CH:1]([CH3:2])[CH3:3])=[O:41])[N:23]=3)=[CH:33][CH:32]=2)[CH:28]=[N:29]1. Procedure details: To a suspension of tert-butyl 5-(2-(3-(2-isopropoxy-2-oxoethoxy)phenyl)quinazolin-4-ylamino)-1H-indazole-1-carboxylate (0.26 mmol) in 1,4-dioxane (0.5 mL) was added a 4M solution of hydrogen chloride in 1,4-dioxane (3 mL) and stirred at RT for 16 h. The reaction mixture was concentrated in vacuo residue was purified using prep HPLC (method 10-35_90 mins) to afford isopropyl 2-(3-(4-(1H-indazol-5-ylamino)quinazolin-2-yl)phenoxy)acetate. (28 mg, 0.062 mmol, 24%)